From a dataset of the Open Reaction Database (ORD), a public repository of structured organic reaction records. describe an organic reaction: reactants, conditions, products, and yield Reactants: [O-]S(=O)(=O)C(F)(F)F (Triflate), [O-]S(=O)(=O)C(F)(F)F (triflate), O[C@@H]1C[C@](O[C@@H](C1)CCC1=CC=CC=C1)(OC)[C@H]1N(C(SC1)=O)CC1=CC=C(C=C1)OC ((R)-4-((2R,4S,6R)-4-hydroxy-2-methoxy-6-phenethyl-tetrahydro-2H-pyran-2-yl)-3-(4-methoxybenzyl)thiazolidin-2-one), O[C@@H]1C[C@](O[C@@H](C1)CCCC=C)(OC)[C@H]1N(C(SC1)=O)CC1=CC=C(C=C1)OC ((R)-4-((2R,4S,6R)-4-hydroxy-2-methoxy-6-(pent-4-enyl)-tetrahydro-2H-pyran-2-yl)-3-(4-methoxybenzyl)thiazolidin-2-one). Yields the product C/C(=C/C(=O)O[C@H]1C[C@@](O[C@@H](C1)CCC1=CC=CC=C1)([C@H]1N(C(SC1)=O)CC1=CC=C(C=C1)OC)OC)/CCC=C ((Z)-((2R,4R,6R)-2-Methoxy-2-((R)-3-(4-methoxybenzyl)-2-oxothiazolidin-4-yl)-6-phenethyl-tetrahydro-2H-pyran-4-yl) 3-Methylhepta-2,6-dienoate). As a reaction SMILES: [O-]S([C:5](F)(F)F)(=O)=O.[OH:9][C@H:10]1[CH2:15][C@@H:14]([CH2:16][CH2:17][C:18]2[CH:23]=[CH:22][CH:21]=[CH:20][CH:19]=2)[O:13][C@:12]([C@@H:26]2[CH2:30][S:29][C:28](=[O:31])[N:27]2[CH2:32][C:33]2[CH:38]=[CH:37][C:36]([O:39][CH3:40])=[CH:35][CH:34]=2)([O:24][CH3:25])[CH2:11]1.O[C@H:42]1[CH2:47][C@@H:46](CCCC=C)[O:45][C@:44]([C@@H:55]2[CH2:59]SC(=O)N2CC2C=CC(OC)=CC=2)(OC)[CH2:43]1>>[CH3:5]/[C:42](/[CH2:43][CH2:44][CH:55]=[CH2:59])=[CH:47]/[C:46]([O:9][C@@H:10]1[CH2:15][C@@H:14]([CH2:16][CH2:17][C:18]2[CH:19]=[CH:20][CH:21]=[CH:22][CH:23]=2)[O:13][C@@:12]([O:24][CH3:25])([C@@H:26]2[CH2:30][S:29][C:28](=[O:31])[N:27]2[CH2:32][C:33]2[CH:38]=[CH:37][C:36]([O:39][CH3:40])=[CH:35][CH:34]=2)[CH2:11]1)=[O:45]. Procedure: Triflate formation using the method shown in Example 22, with the modification that (R)-4-((2R,4S,6R)-4-hydroxy-2-methoxy-6-phenethyl-tetrahydro-2H-pyran-2-yl)-3-(4-methoxybenzyl)thiazolidin-2-one is substituted for (R)-4-((2R,4S,6R)-4-hydroxy-2-methoxy-6-(pent-4-enyl)-tetrahydro-2H-pyran-2-yl)-3-(4-methoxybenzyl)thiazolidin-2-one, followed by triflate displacement using the method shown in Example 23, affords the title compound. Reactants: C(C1=CC=CC=C1)OC1=CC(=C(C(=C1)N1N=C2C(=N1)C=CC(=C2)OC)O)C(C)(C)C (4-(benzyloxy)-2-tert-butyl-6-(5-methoxy-2H-1,2,3-benzotriazol-2-yl)phenol), C(=O)O (Formic acid), C(=O)[O-].[NH4+] (ammonium formate). Reagents/catalysts: [Pd] (Pd/C). Solvent: C(C)O (ethanol), O (water). Conditions: temperature 50 celsius. Yields the product C(C)(C)(C)C1=C(C(=CC(=C1)O)N1N=C2C(=N1)C=CC(=C2)OC)O (2-tert-butyl-6-(5-methoxy-2H-1,2,3-benzotriazol-2-yl)benzene-1,4-diol). Yield: 52.1%. Reaction SMILES: C([O:8][C:9]1[CH:14]=[C:13]([N:15]2[N:19]=[C:18]3[CH:20]=[CH:21][C:22]([O:24][CH3:25])=[CH:23][C:17]3=[N:16]2)[C:12]([OH:26])=[C:11]([C:27]([CH3:30])([CH3:29])[CH3:28])[CH:10]=1)C1C=CC=CC=1.C(O)=O.C([O-])=O.[NH4+]>C(O)C.O.[Pd]>[C:27]([C:11]1[CH:10]=[C:9]([OH:8])[CH:14]=[C:13]([N:15]2[N:19]=[C:18]3[CH:20]=[CH:21][C:22]([O:24][CH3:25])=[CH:23][C:17]3=[N:16]2)[C:12]=1[OH:26])([CH3:30])([CH3:28])[CH3:29] |f:2.3|. Reported procedure: To a stirred solution of (XIII) (3.1 Kg) in ethanol (52 L), was charged a slurry of 10% Pd/C (300 g in 750 ml water) under nitrogen atmosphere. Formic acid (1.16 L) was added followed by addition of solution of ammonium formate (1.452 Kg) in DM water (755 ml). The reaction mixture was heated at 50° C. for 6 hr. The reaction mixture was cooled to room temperature and filtered. DM Water (31 L) was added to the filtrate, stirred and extracted with toluene (62 L). The organic layer was separated and...